From a dataset of the Open Reaction Database (ORD), a public repository of structured organic reaction records. describe an organic reaction: reactants, conditions, products, and yield Starting materials: C(C)N(C(C1=C(C=CC=C1)N(C(C)(C)C)C)=O)C (N-ethyl-N-methyl 2-(N-methyl-N-tert-butylamino)benzamide), ClC(C(Cl)(Cl)Cl)(Cl)Cl (hexachloroethane), [Li]C(C)CC (s-BuLi), C1CCCCC1 (cyclohexane), C(=O)=O.CC(=O)C (dry-ice acetone), CN(C)CCN(C)C (TMEDA). Solvent: O (water), C1CCOC1 (THF), C1CCOC1 (THF), C1CCOC1 (THF). Conditions: temperature -30 celsius, time 15 minute. Yields the product ClC1=C(C(=O)N(C)CC)C(=CC=C1)N(C)C(C)(C)C (2-Chloro-6-[(1,1-dimethylethyl)methylamino]-N-ethyl-N-methylbenzamide). Yield: 46.7%. Reaction SMILES: [Li]C(CC)C.C1CCCCC1.C(=O)=O.CC(C)=O.CN(CCN(C)C)C.[CH2:27]([N:29]([CH3:44])[C:30](=[O:43])[C:31]1[CH:36]=[CH:35][CH:34]=[CH:33][C:32]=1[N:37]([CH3:42])[C:38]([CH3:41])([CH3:40])[CH3:39])[CH3:28].[Cl:45]C(Cl)(Cl)C(Cl)(Cl)Cl>C1COCC1.O>[Cl:45][C:36]1[CH:35]=[CH:34][CH:33]=[C:32]([N:37]([C:38]([CH3:39])([CH3:40])[CH3:41])[CH3:42])[C:31]=1[C:30]([N:29]([CH2:27][CH3:28])[CH3:44])=[O:43] |f:2.3|. Procedure details: A solution of 1.3M s-BuLi in cyclohexane (3.7 mL, 4.8 mmol) was added dropwise to a dry-ice/acetone cooled solution of TMEDA (0.7 mL, 4.8 mmol) in THF (10 mL), followed by the dropwise addition of a solution of N-ethyl-N-methyl 2-(N-methyl-N-tert-butylamino)benzamide (1.0 g, 4.0 mmol) in THF (5 mL). The reaction mixture was briefly warmed to -30° C., then cooled to -78° C. and stirred for 15 min. A solution of hexachloroethane (2.8 g, 12.1 mmol) in THF (5 mL) was added. This mixture was stirred ... Reactants: NCCCN1CCOCC1 (N-(γ-aminopropyl)morpholine), C(C)O (ethanol), [N+](=O)([O-])C1=CC(=C(C=C1C=O)OC)OC (6-nitroveratraldehyde), C(C)O (ethanol), C(C)(=O)O (acetic acid). Run in C(Cl)(Cl)Cl (chloroform). Product: [N+](=O)([O-])C1=CC(=C(C=C1C=C1N(CCOC1)CCCN)OC)OC (6-Nitroveratrylidene-N-(γ-aminopropyl)morpholine). Yield: 94.1%. Reaction SMILES: [NH2:1][CH2:2][CH2:3][CH2:4][N:5]1[CH2:10][CH2:9][O:8][CH2:7][CH2:6]1.C(O)C.[N+:14]([C:17]1[C:22]([CH:23]=O)=[CH:21][C:20]([O:25][CH3:26])=[C:19]([O:27][CH3:28])[CH:18]=1)([O-:16])=[O:15].C(O)(=O)C>C(Cl)(Cl)Cl>[N+:14]([C:17]1[C:22]([CH:23]=[C:6]2[CH2:7][O:8][CH2:9][CH2:10][N:5]2[CH2:4][CH2:3][CH2:2][NH2:1])=[CH:21][C:20]([O:25][CH3:26])=[C:19]([O:27][CH3:28])[CH:18]=1)([O-:16])=[O:15]. Procedure details: A solution of N-(γ-aminopropyl)morpholine (63 g, 0.44 mole) and ethanol (50 ml) was introduced to a heated suspension of 6-nitroveratraldehyde (84 g, 0.4 mole), ethanol (600 ml) and acetic acid (1 ml). The resulting solution was refluxed for 1.5 hrs and allowed to cool overnight. The solvent was stripped leaving a dark oil which was dissolved in chloroform (300 ml) and washed with water. The chloroform was stripped giving 127 g (95%) of the product.